Dataset: the Open Reaction Database (ORD), a public repository of structured organic reaction records. Task: describe an organic reaction: reactants, conditions, products, and yield The reactants are ClC=1C=C(C(=O)N(C)OC)C=CC1Cl (3,4-Dichloro-N-methoxy-N-methyl-benzamide), C(C#C)OC1OCCCC1 (tetrahydro-2-(2-propynyloxy)-2H-pyran), C[Si](C)(C)[N-][Si](C)(C)C.[Li+] (lithium bis(trimethylsilyl)amide). Solvent: C1CCOC1 (THF). Reaction conditions: temperature 10 celsius, time 1 hour. Yields the product ClC=1C=C(C=CC1Cl)C(C#CCOC1OCCCC1)=O (1-(3,4-Dichlorophenyl)-4-[(tetrahydro-2H-pyran-2-yl)oxy]-2-butyn-1-one). Reaction SMILES: [Cl:1][C:2]1[CH:3]=[C:4]([CH:11]=[CH:12][C:13]=1[Cl:14])[C:5](N(OC)C)=[O:6].[CH2:15]([O:18][CH:19]1[CH2:24][CH2:23][CH2:22][CH2:21][O:20]1)[C:16]#[CH:17].C[Si]([N-][Si](C)(C)C)(C)C.[Li+]>C1COCC1>[Cl:1][C:2]1[CH:3]=[C:4]([C:5](=[O:6])[C:17]#[C:16][CH2:15][O:18][CH:19]2[CH2:24][CH2:23][CH2:22][CH2:21][O:20]2)[CH:11]=[CH:12][C:13]=1[Cl:14] |f:2.3|. Procedure: To a mixture of 3,4-dichloro-N-methoxy-N-methyl-benzamide from Example 511 (0.68 g, 2.9 mmol) and tetrahydro-2-(2-propynyloxy)-2H-pyran (0.40 mL, 2.9 mmol) in 3.5 mL of dry THF at −25° C. was added lithium bis(trimethylsilyl)amide (LHMDS, 1 M in THF) between −25° C. and −18° C. The reaction mass was stirred at that temperature range for 1 h. The reaction was quenched with 10 mL of 1 M citric acid and was allowed to warm to 10° C. EtOAc (5 mL) was added and the mass was stirred for 15 min. The pH...